Dataset: the Open Reaction Database (ORD), a public repository of structured organic reaction records. Task: describe an organic reaction: reactants, conditions, products, and yield Starting materials: CSc1ncc2cc3ccccc3n2n1, O=C(OO)c1cccc(Cl)c1, ClCCl, [Na+], O=C([O-])O, O. Yields the product CS(=O)c1ncc2cc3ccccc3n2n1. As a reaction SMILES: [CH3:12][S:13][c:14]1[n:15][n:16]2[c:17]([cH:18][c:19]3[cH:20][cH:21][cH:22][cH:23][c:24]23)[cH:25][n:26]1.[Cl:1][c:2]1[cH:3][cH:4][cH:5][c:6]([C:7]([O:8][OH:10])=[O:9])[cH:11]1.[Cl:32][CH2:33][Cl:34].[Na+:31].[O-:27][C:28]([OH:29])=[O:30].[OH2:35]>>[O:9]=[S:13]([CH3:12])[c:14]1[n:15][n:16]2[c:17]([cH:18][c:19]3[cH:20][cH:21][cH:22][cH:23][c:24]23)[cH:25][n:26]1. The reactants are N1=CC(=CC=C1)C=O (3-pyridinecarboxaldehyde), [C-]#N.[K+] (KCN), CC(C)(C)[Si](C)(C)Cl (TBDMSCl). Reagents/catalysts: [Zn+2].[I-].[I-] (ZnI2). Run in CC#N (CH3CN). Product: [Si](C)(C)(C(C)(C)C)OC(C#N)C=1C=NC=CC1 (2-(tert-Butyldimethylsilyloxy)-2-(pyridin-3-yl)acetonitrile). Isolated yield 93.5%. As a reaction SMILES: [N:1]1[CH:6]=[CH:5][CH:4]=[C:3]([CH:7]=[O:8])[CH:2]=1.[C-:9]#[N:10].[K+].[CH3:12][C:13]([Si:16](Cl)([CH3:18])[CH3:17])([CH3:15])[CH3:14]>CC#N.[Zn+2].[I-].[I-]>[Si:16]([O:8][CH:7]([C:3]1[CH:2]=[N:1][CH:6]=[CH:5][CH:4]=1)[C:9]#[N:10])([C:13]([CH3:15])([CH3:14])[CH3:12])([CH3:18])[CH3:17] |f:1.2,5.6.7|. Procedure: To a solution of 3-pyridinecarboxaldehyde (1.0 g, 9.34 mmole) in CH3CN (45 mL) was added KCN (6.0 g, 93 mmole), TBDMSCl (1.7 g, 11.21 mmole), and ZnI2 (50 mg, 0.16 mmole). After 4 hr at RT the mixture was filtered through celite® and the filtrate was concentrated. Flash chromatography on silica gel (25% EtOAc/hexanes) gave the title compound (2.17 g. 94%) as a clear oil: 1H NMR (300 MHz, CDCl3) δ 8.63-8.73 (m, 2 H), 7.80-7.87 (m, 1 H), 7.33-7.41 (m, 1 H), 5.57 (s, 1 H), 0.97 (s, 9 H), 0.27 (s, 3... Starting materials: O (water), [OH-].[Na+] (sodium hydroxide), C(#N)C(=CNC(N1C(NC(C1)(C)C)=O)=N)C(N(C1=CC(=CC=C1)C(F)(F)F)C)=O (1-cyano-1-[N-methyl-N-(3-trifluoromethylphenyl)carbamoyl]-2-[imino(4,4-dimethyl-2-oxo-1-imidazolidinyl)methylamino]ethene), C(#N)C(=CNC(N1C(NC(C1)(C)C)=O)=N)C(N(C1=CC(=CC=C1)C(F)(F)F)C)=O (1-cyano-1-[N-methyl-N-(3-trifluoromethylphenyl)carbamoyl]-2-[imino(4,4-dimethyl-2-oxo-1-imidazolidinyl)methylamino]ethene). Solvent: C(=O)O (formic acid), C(=O)O (formic acid), ClCCl (dichloromethane). Yields the product CN(C(=O)C=1C(=NC(=NC1)N1C(NC(C1)(C)C)=O)N)C1=CC(=CC=C1)C(F)(F)F (4-amino-2-(4,4-dimethyl-2-oxo-1-imidazolidinyl)pyrimidine-5-carboxylic acid N-methyl-N-(3-trifluoromethylphenyl) amide). Isolated yield 56.9%. As a reaction SMILES: [C:1]([C:3]([C:16](=[O:29])[N:17]([CH3:28])[C:18]1[CH:23]=[CH:22][CH:21]=[C:20]([C:24]([F:27])([F:26])[F:25])[CH:19]=1)=[CH:4][NH:5][C:6](=[NH:15])[N:7]1[CH2:11][C:10]([CH3:13])([CH3:12])[NH:9][C:8]1=[O:14])#[N:2].O.[OH-].[Na+]>C(O)=O.ClCCl>[CH3:28][N:17]([C:18]1[CH:23]=[CH:22][CH:21]=[C:20]([C:24]([F:25])([F:26])[F:27])[CH:19]=1)[C:16]([C:3]1[C:1]([NH2:2])=[N:15][C:6]([N:7]2[CH2:11][C:10]([CH3:13])([CH3:12])[NH:9][C:8]2=[O:14])=[N:5][CH:4]=1)=[O:29] |f:2.3|. Procedure details: A solution of 1.634 g (4 mmol) of 1-cyano-1-[N-methyl-N-(3-trifluoromethylphenyl)carbamoyl]-2-[imino(4,4-dimethyl-2-oxo-1-imidazolidinyl)methylamino]ethene (compound IV) in 3 ml of formic acid (98-100% strength) was heated at 50° C. for 2 hours. The formic acid was then stripped off in vacuo, the residue was taken up in dichloromethane, 20 ml of water were added, and the pH was adjusted to between 9 and 10 with dilute sodium hydroxide solution. The organic phase was separated off. The aqueous ph... Starting materials: BrC1=NC2=C(N1C1CC(C(C1O)O)CO)C=C(C(=C2)Cl)Cl (5-(2-bromo-5,6-dichloro-1H-benzimidazol-1-yl)-3-(hydroxymethyl)-1,2-cyclopentanediol), C(C)(C)(C)N (tert-butylamine). Reaction conditions: temperature 90 celsius. Yields the product C(C)(C)(C)NC1=NC2=C(N1C1CC(C(C1O)O)CO)C=C(C(=C2)Cl)Cl (5-[2-(tert-Butylamino)-5,6-dichloro-1H-benzimidazol-1-yl]-3-(hydroxymethyl)-1,2-cyclopentanediol). RXN SMILES: Br[C:2]1[N:6]([CH:7]2[CH:11]([OH:12])[CH:10]([OH:13])[CH:9]([CH2:14][OH:15])[CH2:8]2)[C:5]2[CH:16]=[C:17]([Cl:21])[C:18]([Cl:20])=[CH:19][C:4]=2[N:3]=1.[C:22]([NH2:26])([CH3:25])([CH3:24])[CH3:23]>>[C:22]([NH:26][C:2]1[N:6]([CH:7]2[CH:11]([OH:12])[CH:10]([OH:13])[CH:9]([CH2:14][OH:15])[CH2:8]2)[C:5]2[CH:16]=[C:17]([Cl:21])[C:18]([Cl:20])=[CH:19][C:4]=2[N:3]=1)([CH3:25])([CH3:24])[CH3:23]. Procedure details: A solution of (±)-(1R*, 2S*, 3S*, 5S*)-5-(2-bromo-5,6-dichloro-1H-benzimidazol-1-yl)-3-(hydroxymethyl)-1,2-cyclopentanediol (750 mg, 1.44 mmole) was stirred in tert-butylamine (Aldrich, 98%, 25 mL) in a Parr bomb maintained at 90° C. (oil bath) for 6 days. Volatiles were evaporated in vacuo and the residual solids refluxed in ethanol (30 mL) with aqueous dimethylamine (Aldrich, 40%, 2 mL) for one hour. Volatiles were evaporated and the residual solids chromatographed on silica gel. Elution with ... Reaction SMILES: [Br:1][c:2]1[cH:3][c:4](-[n:8]2[n:9][cH:10][cH:11][c:12]2-[c:13]2[n:14][n:15](-[c:20]3[cH:21][cH:22][cH:23][cH:24][cH:25]3)[cH:16][cH:17][c:18]2=[O:19])[cH:5][cH:6][cH:7]1.[C:26](#[CH:27])[Si:28]([CH3:29])([CH3:30])[CH3:31].[CH3:51][NH:52][CH3:53].[CH3:54][CH2:55][OH:56].[Cu:62][I:63].[O:57]=[CH:58][N:59]([CH3:60])[CH3:61].[Pd:64]([Cl:65])[Cl:66].[c:32]1([P:33]([c:34]2[cH:35][cH:36][cH:37][cH:38][cH:39]2)[c:40]2[cH:41][cH:42][cH:43][cH:44][cH:45]2)[cH:46][cH:47][cH:48][cH:49][cH:50]1.[c:67]1([P:68]([c:69]2[cH:70][cH:71][cH:72][cH:73][cH:74]2)[c:75]2[cH:76][cH:77][cH:78][cH:79][cH:80]2)[cH:81][cH:82][cH:83][cH:84][cH:85]1.[c:86]1([P:87]([c:88]2[cH:89][cH:90][cH:91][cH:92][cH:93]2)[c:94]2[cH:95][cH:96][cH:97][cH:98][cH:99]2)[cH:100][cH:101][cH:102][cH:103][cH:104]1>>[c:2]1([C:27]#[C:26][Si:28]([CH3:29])([CH3:30])[CH3:31])[cH:3][c:4](-[n:8]2[n:9][cH:10][cH:11][c:12]2-[c:13]2[n:14][n:15](-[c:20]3[cH:21][cH:22][cH:23][cH:24][cH:25]3)[cH:16][cH:17][c:18]2=[O:19])[cH:5][cH:6][cH:7]1. Starting materials: O=c1ccn(-c2ccccc2)nc1-c1ccnn1-c1cccc(Br)c1, C#C[Si](C)(C)C, CNC, CCO, [Cu]I, CN(C)C=O, Cl[Pd]Cl, c1ccc(P(c2ccccc2)c2ccccc2)cc1, c1ccc(P(c2ccccc2)c2ccccc2)cc1, c1ccc(P(c2ccccc2)c2ccccc2)cc1. The product is C[Si](C)(C)C#Cc1cccc(-n2nccc2-c2nn(-c3ccccc3)ccc2=O)c1. Starting materials: C1CCOC1, COc1ccc(F)c(CCCO)c1O, CC(C)OC(=O)N=NC(=O)OC(C)C, c1ccc(P(c2ccccc2)c2ccccc2)cc1. Product: COc1ccc(F)c2c1OCCC2. RXN SMILES: [CH2:48]1[O:49][CH2:50][CH2:51][CH2:52]1.[F:1][c:2]1[c:3]([CH2:11][CH2:12][CH2:13][OH:14])[c:4]([OH:10])[c:5]([O:8][CH3:9])[cH:6][cH:7]1.[O:34]=[C:35]([O:36][CH:37]([CH3:38])[CH3:39])[N:40]=[N:41][C:42]([O:43][CH:44]([CH3:45])[CH3:46])=[O:47].[c:15]1([P:16]([c:17]2[cH:18][cH:19][cH:20][cH:21][cH:22]2)[c:23]2[cH:24][cH:25][cH:26][cH:27][cH:28]2)[cH:29][cH:30][cH:31][cH:32][cH:33]1>>[F:1][c:2]1[c:3]2[c:4]([c:5]([O:8][CH3:9])[cH:6][cH:7]1)[O:14][CH2:13][CH2:12][CH2:11]2.